Dataset: the Open Reaction Database (ORD), a public repository of structured organic reaction records. Task: describe an organic reaction: reactants, conditions, products, and yield Starting materials: [Na+], O=C=O, O, O=C(O)c1c(O)ccc2ccccc12, Oc1ccc2ccccc2c1, [O-]c1ccc2ccccc2c1. Yields the product O=C(O)c1cc2ccccc2cc1O. As a reaction SMILES: [Na+:12].[O:24]=[C:25]=[O:26].[OH2:41].[OH:27][c:28]1[cH:29][cH:30][c:31]2[c:32]([cH:33][cH:34][cH:35][cH:36]2)[c:37]1[C:38]([OH:39])=[O:40].[cH:13]1[c:14]2[c:15]([cH:16][cH:17][cH:18][cH:19]2)[cH:20][cH:21][c:22]1[OH:23].[cH:1]1[c:2]([O-:11])[cH:3][cH:4][c:5]2[cH:6][cH:7][cH:8][cH:9][c:10]12>>[cH:1]1[c:2]([OH:11])[c:3]([C:25](=[O:24])[OH:26])[cH:4][c:5]2[cH:6][cH:7][cH:8][cH:9][c:10]12. Reaction conditions: time 1 hour. Yields the product FC1=CC=C(C=C1)C1=C(N(C(C2=NC=CN=C21)=O)C)C(=O)O (8-(4-Fluorophenyl)-5,6-dihydro-6-methyl-5-oxo-7-pyrido [3,4-b]pyrazinecarboxylic acid). The solvent is C1CCOC1 (THF), C(C)O (ethanol). Reported procedure: A mixture of the compound (1.10 g) obtained in Step 3, ethanol (25 ml), THF (25 ml) and 1N-NaOH (13 ml) was stirred for one hour under reflux. The reaction mixture was cooled, to which was added dilute HCl to adjust the pH to 3-4. The mixture was saturated with NaCl, followed by extraction with ethyl acetate. The extract solution was dried, then the solvent was distilled off to leave the above-titled compound as colorless crystals (0.93 g). Starting materials: [Na+].[Cl-] (NaCl), C(C)OC(=O)C1=C(C=2C(=NC=CN2)C(N1C)=O)C1=CC=C(C=C1)F (8-(4-fluorophenyl)-5,6-dihydro-6-methyl-5-oxo-7-pyrido[3,4-b]pyrazinecarboxylic acid ethyl ester), [OH-].[Na+] (NaOH), Cl (HCl). The yield is 92.5%. As a reaction SMILES: C([O:3][C:4]([C:6]1[N:15]([CH3:16])[C:14](=[O:17])[C:9]2=[N:10][CH:11]=[CH:12][N:13]=[C:8]2[C:7]=1[C:18]1[CH:23]=[CH:22][C:21]([F:24])=[CH:20][CH:19]=1)=[O:5])C.[OH-].[Na+].Cl.[Na+].[Cl-]>C1COCC1.C(O)C>[F:24][C:21]1[CH:22]=[CH:23][C:18]([C:7]2[C:8]3[C:9](=[N:10][CH:11]=[CH:12][N:13]=3)[C:14](=[O:17])[N:15]([CH3:16])[C:6]=2[C:4]([OH:5])=[O:3])=[CH:19][CH:20]=1 |f:1.2,4.5|. The reactants are C(C)(C)(C)OC(=O)N[C@@H]1C(NC1)=O ((S)-3-[[(t-butyloxy)carbonyl]amino]-2-azetidinone), C(CCC)[Li] (n-butyl lithium), N(=C=S)CC(=O)OC(C)(C)C (t-butyl isothiocyanatoacetate). Solvent: O1CCCC1 (tetrahydrofuran), O1CCCC1 (tetrahydrofuran). Run at temperature -75 celsius, time 30 minute. Yields the product C(C)(C)(C)OC(=O)N[C@@H]1C(N(C1)C(NCC(=O)OC(C)(C)C)=S)=O ((S)-N-[[3-[[(t-Butyloxy)carbonyl]amino]-2-oxo-1-azetidinyl]thioxomethyl]glycine, t-butyl ester). RXN SMILES: [C:1]([O:5][C:6]([NH:8][C@H:9]1[CH2:12][NH:11][C:10]1=[O:13])=[O:7])([CH3:4])([CH3:3])[CH3:2].C([Li])CCC.[N:19]([CH2:22][C:23]([O:25][C:26]([CH3:29])([CH3:28])[CH3:27])=[O:24])=[C:20]=[S:21]>O1CCCC1>[C:1]([O:5][C:6]([NH:8][C@H:9]1[CH2:12][N:11]([C:20](=[S:21])[NH:19][CH2:22][C:23]([O:25][C:26]([CH3:28])([CH3:27])[CH3:29])=[O:24])[C:10]1=[O:13])=[O:7])([CH3:4])([CH3:2])[CH3:3]. Reported procedure: A solution of (S)-3-[[(t-butyloxy)carbonyl]amino]-2-azetidinone (186 mg, 1 mmol) in 6 ml of dry tetrahydrofuran at -75° C. was treated with 0.65 ml (1.1 mmol) of 1.68N n-butyl lithium. After 30 minutes, a solution of t-butyl isothiocyanatoacetate (0.17 ml, 1.1 mmol) in 1 ml of dry tetrahydrofuran was added to the reaction mixture. After stirring at -75° C. for 2 hours, the reaction mixture was placed at -70° C. overnight. The reactants are Cl (HCl), FC=1C=CC(=C(C#N)C1)OC=1C=C2C=NN(C2=CC1)CCO (5-fluoro-2-(1-(2-hydroxyethyl)-1H-indazol-5-yloxy)benzonitrile), [H][H] (hydrogen). The reagents and catalysts are [OH-].[OH-].[Pd+2] (Pearlmans catalyst). The solvent is CCO (EtOH). Conditions: time 66 hour. Yields the product Cl.Cl.NCC1=C(OC=2C=C3C=NN(C3=CC2)CCO)C=CC(=C1)F (2-(5-(2-(aminomethyl)-4-fluorophenoxy)-1H-indazol-1-yl)ethanol dihydrochloride). The yield is 96.0%. RXN SMILES: [F:1][C:2]1[CH:3]=[CH:4][C:5]([O:10][C:11]2[CH:12]=[C:13]3[C:17](=[CH:18][CH:19]=2)[N:16]([CH2:20][CH2:21][OH:22])[N:15]=[CH:14]3)=[C:6]([CH:9]=1)[C:7]#[N:8].[ClH:23].[H][H]>[OH-].[OH-].[Pd+2].CCO>[ClH:23].[ClH:23].[NH2:8][CH2:7][C:6]1[CH:9]=[C:2]([F:1])[CH:3]=[CH:4][C:5]=1[O:10][C:11]1[CH:12]=[C:13]2[C:17](=[CH:18][CH:19]=1)[N:16]([CH2:20][CH2:21][OH:22])[N:15]=[CH:14]2 |f:3.4.5,7.8.9|. Procedure: A 2.5 L Parr reaction vessel was charged with 5-fluoro-2-(1-(2-hydroxyethyl)-1H-indazol-5-yloxy)benzonitrile (25.00 g, 84.09 mmol), EtOH (8.40 mL, 0.1M), and Pearlmans catalyst (5 g, 20% weight) and purged with nitrogen. Concentrated HCl (70.08 ml, 840.9 mmol) was added to the mixture. The vessel was charged with nitrogen gas (to 30 psi×3) and hydrogen (to 50 psi×3), and the reaction was stirred at ambient temperature for 66 hours. The mixture was filtered through a Celite pad and the pad was wa... The reactants are [N+](=O)([O-])C1=CN=C(N1CCO)C=CN(C)C (5-nitro-1-(2-hydroxyethyl)-2-(2-dimethylaminovinyl)-imidazole), C(C)(=O)Cl (acetyl chloride). Yields the product [N+](=O)([O-])C1=CN=C(N1CCOC(C)=O)C=CN(C)C (5-nitro-1-(2-acetoxyethyl)-2-(2-dimethylaminovinyl)imidazole). RXN SMILES: [N+:1]([C:4]1[N:8]([CH2:9][CH2:10][OH:11])[C:7]([CH:12]=[CH:13][N:14]([CH3:16])[CH3:15])=[N:6][CH:5]=1)([O-:3])=[O:2].[C:17](Cl)(=[O:19])[CH3:18]>>[N+:1]([C:4]1[N:8]([CH2:9][CH2:10][O:11][C:17](=[O:19])[CH3:18])[C:7]([CH:12]=[CH:13][N:14]([CH3:15])[CH3:16])=[N:6][CH:5]=1)([O-:3])=[O:2]. Procedure details: 2,26 g. (0.01 mole) of 5-nitro-1-(2-hydroxyethyl)-2-(2-dimethylaminovinyl)-imidazole and 0.79 g. (0.01 mole) of acetyl chloride were reacted as described in Example 11. After pouring the reaction mixture on ice water, it was extracted with chloroform and the chloroform solution evaporated. The crude red oil exhibited the characteristic UV maxima in methanol: Reactants: [F-].C(CCC)[N+](CCCC)(CCCC)CCCC (tetrabutylammonium fluoride), N(=[N+]=[N-])C[C@H]1CN(C[C@@H]1O[Si](C)(C)C(C)(C)C)C(=O)OCC1=CC=CC=C1 ((3R,4R)-3-Azidomethyl-1-benzyloxycarbonyl-4-(tert-butyldimethylsilyl)oxypyrrolidine), [Cl-].[Na+] (sodium chloride). Solvent: O1CCCC1 (tetrahydrofuran). Conditions: time 1 hour. The product is N(=[N+]=[N-])C[C@H]1CN(C[C@@H]1O)C(=O)OCC1=CC=CC=C1 ((3R,4R)-3-azidomethyl-1-benzyloxycarbonyl-4-hydroxypyrrolidine). Yield: 93.2%. RXN SMILES: [N:1]([CH2:4][C@@H:5]1[C@@H:9]([O:10][Si](C(C)(C)C)(C)C)[CH2:8][N:7]([C:18]([O:20][CH2:21][C:22]2[CH:27]=[CH:26][CH:25]=[CH:24][CH:23]=2)=[O:19])[CH2:6]1)=[N+:2]=[N-:3].[F-].C([N+](CCCC)(CCCC)CCCC)CCC.[Cl-].[Na+]>O1CCCC1>[N:1]([CH2:4][C@@H:5]1[C@@H:9]([OH:10])[CH2:8][N:7]([C:18]([O:20][CH2:21][C:22]2[CH:27]=[CH:26][CH:25]=[CH:24][CH:23]=2)=[O:19])[CH2:6]1)=[N+:2]=[N-:3] |f:1.2,3.4|. Procedure: (3R,4R)-3-Azidomethyl-1-benzyloxycarbonyl-4-(tert-butyldimethylsilyl)oxypyrrolidine (3.05 g) was dissolved in tetrahydrofuran (50 mL). While this solution was cooled on an ice bath, tetrabutylammonium fluoride (lmol/L tetrahydrofuran solution, 13.3 mL) was added dropwise and the mixture was stirred for additional 1 hour. Subsequently, a saturated aqueous solution of sodium chloride 70 mL) was added and the mixture was extracted with ethyl acetate (150 mL, 100 mL). The ethyl acetate extracts were... Starting materials: CCOC(=O)C(=O)c1ccc(OCC(=O)N2CCOCC2)cc1, CO, [Na+], [Na+], O=C([O-])[O-], O. Product: O=C(O)C(=O)c1ccc(OCC(=O)N2CCOCC2)cc1. As a reaction SMILES: [CH2:1]([CH3:2])[O:3][C:4]([C:5]([c:6]1[cH:7][cH:8][c:9]([O:12][CH2:13][C:14](=[O:15])[N:16]2[CH2:17][CH2:18][O:19][CH2:20][CH2:21]2)[cH:10][cH:11]1)=[O:22])=[O:23].[CH3:30][OH:31].[Na+:24].[Na+:25].[O-:26][C:27](=[O:28])[O-:29].[OH2:32]>>[O:3]=[C:4]([C:5]([c:6]1[cH:7][cH:8][c:9]([O:12][CH2:13][C:14](=[O:15])[N:16]2[CH2:17][CH2:18][O:19][CH2:20][CH2:21]2)[cH:10][cH:11]1)=[O:22])[OH:23].